This data is from the Open Reaction Database (ORD), a public repository of structured organic reaction records. The task is: describe an organic reaction: reactants, conditions, products, and yield The reactants are ClC1=C(C=CC=C1)C1=CC=2N(C=3C=CC(=CC3C2C2=C1C(NC2=O)=O)O)CCC(=O)O (3-(4-(2-Chlorophenyl)-9-hydroxy-1,3-dioxo-2,3-dihydropyrrolo[3,4-c]carbazol-6 (1H)-yl)propanoic acid), C(C(=O)Cl)(=O)Cl (oxalyl chloride), C[C@@H]1N[C@@H](CNC1)C (cis-2,6-dimethylpiperazine). The product is ClC1=C(C=CC=C1)C1=CC=2N(C=3C=CC(=CC3C2C2=C1C(NC2=O)=O)OC)CCC(=O)N2C[C@H](N[C@H](C2)C)C (4-(2-Chlorophenyl)-6-{3-[cis-3,5-dimethylpiperazinyl]-3-oxopropyl}-9-methoxypyrrolo[3,4-c]carbazole-1,3(2H,6H)-dione). Isolated yield 76.0%. Reaction SMILES: [Cl:1][C:2]1[CH:7]=[CH:6][CH:5]=[CH:4][C:3]=1[C:8]1[C:20]2[C:21](=[O:25])[NH:22][C:23](=[O:24])[C:19]=2[C:18]2[C:17]3[CH:16]=[C:15]([OH:26])[CH:14]=[CH:13][C:12]=3[N:11]([CH2:27][CH2:28][C:29](O)=[O:30])[C:10]=2[CH:9]=1.[C:32](Cl)(=O)C(Cl)=O.[CH3:38][C@H:39]1[CH2:44][NH:43][CH2:42][C@@H:41]([CH3:45])[NH:40]1>>[Cl:1][C:2]1[CH:7]=[CH:6][CH:5]=[CH:4][C:3]=1[C:8]1[C:20]2[C:21](=[O:25])[NH:22][C:23](=[O:24])[C:19]=2[C:18]2[C:17]3[CH:16]=[C:15]([O:26][CH3:32])[CH:14]=[CH:13][C:12]=3[N:11]([CH2:27][CH2:28][C:29]([N:43]3[CH2:42][C@H:41]([CH3:45])[NH:40][C@H:39]([CH3:38])[CH2:44]3)=[O:30])[C:10]=2[CH:9]=1. Procedure details: Reaction of acid (117) prepared as described in example 230 with oxalyl chloride followed by cis-2,6-dimethylpiperazine using the procedure described in example 207 gave the amide (126) (76%) as a yellow powder, mp 168–173° C. (dec). 1H NMR δ [(CD3)2SO] 11.13 (br, 1H), 8.52 (d, J=2.6 Hz, 1H), 7.80 (s, 0.5H), 7.76 (s, 0.5H), 7.71 (m, 1H), 7.58 (m, 1H), 7.54–7.43 (m, 3H), 7.31 (dd, J=9.0, 2.6 Hz, 1H), 4.71 (m, 2H), 4.17 (m, 1H), 3.89 (s, 3H), 2.94 (m, 1H), 2.75 (m, 1H), 2.23 (m, 1H), 2.08 (m, 1H),...